From a dataset of the Open Reaction Database (ORD), a public repository of structured organic reaction records. describe an organic reaction: reactants, conditions, products, and yield Yields the product C(CC)N(CCC)CC=CC1=CC=CC=C1 (N,N-di-n-propylcinnamylamine). The solvent is ClCCCl (1,2-dichloroethane). Reaction SMILES: [CH:1](=O)[CH:2]=[CH:3][C:4]1[CH:9]=[CH:8][CH:7]=[CH:6][CH:5]=1.[CH2:11]([NH:14][CH2:15][CH2:16][CH3:17])[CH2:12][CH3:13]>ClCCCl>[CH2:11]([N:14]([CH2:1][CH:2]=[CH:3][C:4]1[CH:9]=[CH:8][CH:7]=[CH:6][CH:5]=1)[CH2:15][CH2:16][CH3:17])[CH2:12][CH3:13]. The reactants are C(C=CC1=CC=CC=C1)=O (Cinnamaldehyde), C(CC)NCCC (di-propylamine), [Ir(COD)(dppb)][PF6]. Run at time 3 hour. Procedure: Cinnamaldehyde (0.504 cm3, 4.0 mmol), di-propylamine (0.548 cm3, 4.0 mmol) and [Ir(COD)(dppb)][PF6] (0.070 g, 2 mol %) were treated as stated above, with 1,2-dichloroethane as solvent, and at approx. 1 bar H2 for 3 hours. The yield of product (N,N-di-n-propylcinnamylamine) obtained was 80.9%. The reactants are [OH-].[Li+] (Lithium hydroxide), ClC=1C=NC=C(C(=O)OC)C1NC1=CC(OC2=C(C(=CC=C12)OC)OC1CCCC1)=O (methyl 5-chloro-4-(8-(cyclopentyloxy)-7-methoxy-2-oxo-2H-chromen-4-ylamino)nicotinate), CO (MeOH). The solvent is C1CCOC1 (THF). Conditions: time 3 hour. Yields the product ClC=1C=NC=C(C(=O)O)C1NC1=CC(OC2=C(C(=CC=C12)OC)OC1CCCC1)=O (5-chloro-4-(8-(cyclopentyloxy)-7-methoxy-2-oxo-2H-chromen-4-ylamino)nicotinic acid). RXN SMILES: [OH-].[Li+].[Cl:3][C:4]1[CH:5]=[N:6][CH:7]=[C:8]([C:13]=1[NH:14][C:15]1[C:24]2[C:19](=[C:20]([O:27][CH:28]3[CH2:32][CH2:31][CH2:30][CH2:29]3)[C:21]([O:25][CH3:26])=[CH:22][CH:23]=2)[O:18][C:17](=[O:33])[CH:16]=1)[C:9]([O:11]C)=[O:10].CO>C1COCC1>[Cl:3][C:4]1[CH:5]=[N:6][CH:7]=[C:8]([C:13]=1[NH:14][C:15]1[C:24]2[C:19](=[C:20]([O:27][CH:28]3[CH2:29][CH2:30][CH2:31][CH2:32]3)[C:21]([O:25][CH3:26])=[CH:22][CH:23]=2)[O:18][C:17](=[O:33])[CH:16]=1)[C:9]([OH:11])=[O:10] |f:0.1|. Procedure: Lithium hydroxide (1 mL, 1M, 1 mmol) was added to a solution of methyl 5-chloro-4-(8-(cyclopentyloxy)-7-methoxy-2-oxo-2H-chromen-4-ylamino)nicotinate, MeOH (0.8 mL), and THF (1.2 mL). The mixture was stirred for 3 h, quenched with 1N HCl (3 mL), and extracted with EtOAc. The organic extract was dried, filtered, concentrated and purified by reverse-phase HPLC (25→100% MeCN/H2O) to give 5-chloro-4-(8-(cyclopentyloxy)-7-methoxy-2-oxo-2H-chromen-4-ylamino)nicotinic acid: 1H NMR (400 MHz, DMSO-d6): δ... The reactants are C(C1=CC=CC=C1)OC1=C(C(N(C=C1)C1CCN(CC1)C(=O)OC(C)(C)C)=O)C=C (tert-butyl 4-(4-(benzyloxy)-2-oxo-3-vinylpyridin-1(2H)-yl)piperidine-1-carboxylate), [H][H] (hydrogen). The reagents and catalysts are [C].[Pd] (palladium carbon). Run in C(C)O (ethanol). The product is C(C)C=1C(N(C=CC1O)C1CCN(CC1)C(=O)OC(C)(C)C)=O (tert-Butyl 4-(3-ethyl-4-hydroxy-2-oxopyridin-1(2H)-yl)piperidine-1-carboxylate). The yield is 96.4%. RXN SMILES: C([O:8][C:9]1[CH:14]=[CH:13][N:12]([CH:15]2[CH2:20][CH2:19][N:18]([C:21]([O:23][C:24]([CH3:27])([CH3:26])[CH3:25])=[O:22])[CH2:17][CH2:16]2)[C:11](=[O:28])[C:10]=1[CH:29]=[CH2:30])C1C=CC=CC=1.[H][H]>[C].[Pd].C(O)C>[CH2:29]([C:10]1[C:11](=[O:28])[N:12]([CH:15]2[CH2:16][CH2:17][N:18]([C:21]([O:23][C:24]([CH3:27])([CH3:26])[CH3:25])=[O:22])[CH2:19][CH2:20]2)[CH:13]=[CH:14][C:9]=1[OH:8])[CH3:30] |f:2.3|. Reported procedure: 10% palladium carbon (containing 55% water, 0.767 g) was added to an ethanol (30 mL) solution of tert-butyl 4-(4-(benzyloxy)-2-oxo-3-vinylpyridin-1(2H)-yl)piperidine-1-carboxylate (1.48 g), and the mixture was stirred at room temperature for 3 hours in a hydrogen atmosphere. The reaction mixture was filtered through celite, and then, the solvent in the filtrate was distilled off under reduced pressure. The obtained residue was passed through a silica gel, and then, the solvent was distilled off ...